From a dataset of the Open Reaction Database (ORD), a public repository of structured organic reaction records. describe an organic reaction: reactants, conditions, products, and yield Reactants: N1=CC(=CC=C1)NC(=O)CON=C(C(=O)NC1[C@@H]2N(C(=C(CS2)CSC2=NN=NN2C)C(=O)O)C1=O)C=1N=C(SC1)NC=O (7-[2-{N-(3-pyridyl)carbamoylmethoxyimino}-2-(2-formamidothiazol-4-yl)acetamido]-3-(1-methyl-1H-tetrazol-5-yl)thiomethyl-3-cephem-4-carboxylic acid), Cl (hydrochloric acid). Run in CO (methanol). Yields the product N1=CC(=CC=C1)NC(=O)CON=C(C(=O)NC1[C@@H]2N(C(=C(CS2)CSC2=NN=NN2C)C(=O)O)C1=O)C=1N=C(SC1)N (7-[2-{N-(3-Pyridyl)carbamoylmethoxyimino}-2-(2-aminothiazol-4-yl)acetamido]-3-(1-methyl-1H-tetrazol-5-yl)thiomethyl-3-cephem-4-carboxylic acid). Yield: 23.2%. RXN SMILES: [N:1]1[CH:6]=[CH:5][CH:4]=[C:3]([NH:7][C:8]([CH2:10][O:11][N:12]=[C:13]([C:37]2[N:38]=[C:39]([NH:42]C=O)[S:40][CH:41]=2)[C:14]([NH:16][CH:17]2[C:35](=[O:36])[N:19]3[C:20]([C:32]([OH:34])=[O:33])=[C:21]([CH2:24][S:25][C:26]4[N:30]([CH3:31])[N:29]=[N:28][N:27]=4)[CH2:22][S:23][C@H:18]23)=[O:15])=[O:9])[CH:2]=1.Cl>CO>[N:1]1[CH:6]=[CH:5][CH:4]=[C:3]([NH:7][C:8]([CH2:10][O:11][N:12]=[C:13]([C:37]2[N:38]=[C:39]([NH2:42])[S:40][CH:41]=2)[C:14]([NH:16][CH:17]2[C:35](=[O:36])[N:19]3[C:20]([C:32]([OH:34])=[O:33])=[C:21]([CH2:24][S:25][C:26]4[N:30]([CH3:31])[N:29]=[N:28][N:27]=4)[CH2:22][S:23][C@H:18]23)=[O:15])=[O:9])[CH:2]=1. Procedure: To a suspension of 7-[2-{N-(3-pyridyl)carbamoylmethoxyimino}-2-(2-formamidothiazol-4-yl)acetamido]-3-(1-methyl-1H-tetrazol-5-yl)thiomethyl-3-cephem-4-carboxylic acid (syn isomer) (2.7 g.) in methanol (40 ml.) was added conc. hydrochloric acid (1.09 ml.) with stirring at room temperature followed by stirring for 2 hours at the same temperature. The reaction mixture was separated by decantation into two groups, that is, a methanol layer and viscous precipitates. The methanol layer was treated with... The reactants are [OH-].[Na+] (NaOH), C#C (acetylene), C#C (acetylene), C(C1=CC=CC=C1)B(Cl)Cl (benzyl dichloroborane), C(=O)=O.CC(=O)C (dry ice acetone), C#C (acetylene). Run in O (water), C1(=CC=CC=C1)C (toluene). Conditions: time 3 hour. The product is ClB1CC2=CC=CC=C2C=C1 (2-chloro-1,2-dihydro-2-boranaphthalene). Isolated yield 95.0%. As a reaction SMILES: [CH2:1]([B:8]([Cl:10])Cl)[C:2]1[CH:7]=[CH:6][CH:5]=[CH:4][CH:3]=1.C#C.C(=O)=O.[CH3:16][C:17](C)=O.[OH-].[Na+]>C1(C)C=CC=CC=1.O>[Cl:10][B:8]1[CH:17]=[CH:16][C:3]2[C:2](=[CH:7][CH:6]=[CH:5][CH:4]=2)[CH2:1]1 |f:2.3,4.5|. Reported procedure: About 10.0 ml (11.51 grams, 66.6 mmoles) of benzyl dichloroborane is dissolved in 100 ml of toluene in a 500 ml three-neck flask. Research grade acetylene is passed at a rate of 100 ml STP/min through two dry ice/acetone traps and a column (10 inches long ×1 inch ID) of activated basic alumina. The acetylene is introduced into the stirring solution through a needle below the surface of the liquid. The flask is vented to a scrubber containing 2.7 grams of NaOH in 1500 ml of water. The reaction is... Reactants: glass, C1(=C(C=CC=C1)P(C1=C(C=CC=C1)C)C1=C(C=CC=C1)C)C (tri-o-tolylphosphine), BrC1=CC=C(S1)C1=NC(=NC=C1)NC1=CC=C(C=C1)S(=O)(=O)N (4-[4-(5-bromo-thiophen-2-yl)-pyrimidin-2-ylamino]-benzenesulfonamide), CN(C=O)C (dimethylformamide), C(#C)C1=NC=CC=C1 (2-ethynylpyridine). Procedure details: A 10 mL glass microwave reaction vessel with stir bar contained palladium acetate (5 mg, 22 μmol), tri-o-tolylphosphine (13 mg, 44 μmol), and 4-[4-(5-bromo-thiophen-2-yl)-pyrimidin-2-ylamino]-benzenesulfonamide (80 mg, 200 μmol). Anhydrous dimethylformamide (DMF) (3.5 mL), 2-ethynylpyridine (46 mg, 450 μmol), and triethylamine (50 μL) is added to the reaction vessel. The reaction vessel is sealed and heated to 180° C. for 660 seconds in a microwave reactor (Emrys Microwave Reactor, personal Chem... RXN SMILES: C1(C)C=CC=CC=1P(C1C=CC=CC=1C)C1C=CC=CC=1C.Br[C:24]1[S:28][C:27]([C:29]2[CH:34]=[CH:33][N:32]=[C:31]([NH:35][C:36]3[CH:41]=[CH:40][C:39]([S:42]([NH2:45])(=[O:44])=[O:43])=[CH:38][CH:37]=3)[N:30]=2)=[CH:26][CH:25]=1.CN(C)C=O.[C:51]([C:53]1[CH:58]=[CH:57][CH:56]=[CH:55][N:54]=1)#[CH:52]>C([O-])(=O)C.[Pd+2].C([O-])(=O)C.C(N(CC)CC)C>[N:54]1[CH:55]=[CH:56][CH:57]=[CH:58][C:53]=1[C:51]#[C:52][C:24]1[S:28][C:27]([C:29]2[CH:34]=[CH:33][N:32]=[C:31]([NH:35][C:36]3[CH:41]=[CH:40][C:39]([S:42]([NH2:45])(=[O:44])=[O:43])=[CH:38][CH:37]=3)[N:30]=2)=[CH:26][CH:25]=1 |f:4.5.6|. Run at temperature 180 celsius. Reagents/catalysts: C(C)(=O)[O-].[Pd+2].C(C)(=O)[O-] (palladium acetate). Product: N1=C(C=CC=C1)C#CC1=CC=C(S1)C1=NC(=NC=C1)NC1=CC=C(C=C1)S(=O)(=O)N (4-[4-(5-Pyridin-2-ylethynyl-thiophen-2-yl)-pyrimidin-2-ylamino]-benzenesulfonamide). Isolated yield 11.5%. The solvent is C(C)N(CC)CC (triethylamine). Reactants: BrCBr, C1CCOC1, CCOCC, [Cl-], [Cl-], [Cl-], [Cl-], ClCCl, COc1c(C(C)=O)ccc(Cl)c1F, Cl, Cl[Pb]Cl, [Ti+4], [Zn]. Yields the product C=C(C)c1ccc(Cl)c(F)c1OC. As a reaction SMILES: [Br:4][CH2:5][Br:6].[CH2:21]1[O:22][CH2:23][CH2:24][CH2:25]1.[CH3:29][CH2:30][O:31][CH2:32][CH3:33].[Cl-:35].[Cl-:37].[Cl-:38].[Cl-:39].[Cl:26][CH2:27][Cl:28].[Cl:7][c:8]1[c:9]([F:19])[c:10]([O:17][CH3:18])[c:11]([C:14]([CH3:15])=[O:16])[cH:12][cH:13]1.[ClH:20].[Pb:1]([Cl:2])[Cl:3].[Ti+4:36].[Zn:34]>>[CH2:5]=[C:14]([c:11]1[c:10]([O:17][CH3:18])[c:9]([F:19])[c:8]([Cl:7])[cH:13][cH:12]1)[CH3:15]. The reactants are S(=O)(Cl)Cl (Thionyl chloride), CN(C)C=O (DMF), C(C)C=1N(N=C2C(NC=3C=CC=CC3C21)=O)C2=CC=CC=C2 (1-ethyl-2-phenyl-2,5-dihydro-4H-pyrazolo[3,4-c]quinolin-4-one), ClCCl (dichloromethane). Solvent: C(C)#N (acetonitrile). Run at temperature 0 celsius, time 5 minute. Product: ClC1=NC=2C=CC=CC2C=2C1=NN(C2CC)C2=CC=CC=C2 (4-chloro-1-ethyl-2-phenyl-2H-pyrazolo[3,4-c]quinoline). As a reaction SMILES: S(Cl)(Cl)=O.CN(C=O)C.[CH2:10]([C:12]1[N:13]([C:26]2[CH:31]=[CH:30][CH:29]=[CH:28][CH:27]=2)[N:14]=[C:15]2[C:24]=1[C:23]1[CH:22]=[CH:21][CH:20]=[CH:19][C:18]=1[NH:17][C:16]2=O)[CH3:11].[Cl:32]CCl>C(#N)C>[Cl:32][C:16]1[C:15]2=[N:14][N:13]([C:26]3[CH:31]=[CH:30][CH:29]=[CH:28][CH:27]=3)[C:12]([CH2:10][CH3:11])=[C:24]2[C:23]2[CH:22]=[CH:21][CH:20]=[CH:19][C:18]=2[N:17]=1. Procedure details: Thionyl chloride (4 mL) and DMF (4 mL) were combined and added dropwise to a mixture of 1-ethyl-2-phenyl-2,5-dihydro-4H-pyrazolo[3,4-c]quinolin-4-one (1.29 g, 4.40 mmol) and dichloromethane (80 mL) at 0° C. The resulting suspension was stirred 5 minutes at 0° C. before warming to ambient temperature and stirring 50 minutes. The suspension was concentrated under reduced pressure to afford an oily solid that was stirred in acetonitrile and filtered to obtain 450 mg of 4-chloro-1-ethyl-2-phenyl-2H-... Reactants: BrC=1SC(=CC1)Br (2,5-dibromothiophene), S(O)(O)(=O)=O (sulfuric acid), C([O-])([O-])=O.[Na+].[Na+] (Sodium carbonate), C(=O)=O (carbon dioxide). Solvent: ice water. Run at time 5 minute. Product: BrC=1SC(=CC1S(=O)(=O)[O-])Br.[Na+] (sodium 2,5-dibromo-3-thiophenesulfonate). RXN SMILES: [Br:1][C:2]1[S:3][C:4]([Br:7])=[CH:5][CH:6]=1.[S:8](=O)(=[O:11])([OH:10])[OH:9].C(=O)([O-])[O-].[Na+:17].[Na+].C(=O)=O>>[Br:1][C:2]1[S:3][C:4]([Br:7])=[CH:5][C:6]=1[S:8]([O-:11])(=[O:10])=[O:9].[Na+:17] |f:2.3.4,6.7|. Reported procedure: Equal volumes of 2,5-dibromothiophene and 27°-30% fuming sulfuric acid were added to a 100 ml round bottom flask immersed in an ice bath. The mixture was stirred for five minutes and then added to 200 ml of ice water. Sodium carbonate was added until carbon dioxide evolution ceased. The mixture was filtered and the aqueous filtrate stripped of solvent under vacuum. The resulting solid was combined with 300 ml of ethanol and the mixture heated to reflux for 2.5 hours. The hot solution was filtere... Reactants: COC1=C(C=CC(=C1)OCC1=C(N=C(S1)C1=CC=C(C=C1)C(F)(F)F)CSC)C1=NOC(N1)=O (3-{2-methoxy-4-[4-methylsulfanylmethyl-2-(4-trifluoromethyl-phenyl)-thiazol-5-ylmethoxy]-phenyl}-4H-1,2,4-oxadiazol-5-one), ClC1=CC(=CC=C1)C(=O)OO (metachloroperbenzoic acid), O (water). Solvent: CN(C=O)C (dimethylformamide). Conditions: time 45 minute. The product is CS(=O)CC=1N=C(SC1COC1=CC(=C(C=C1)C1=NOC(N1)=O)OC)C1=CC=C(C=C1)C(F)(F)F (3-{4-[4-methanesulfinylmethyl-2-(4-trifluoromethyl-phenyl)-thiazol-5-ylmethoxy]-2-methoxy-phenyl}-4H-1,2,4-oxadiazol-5-one). The yield is 75.7%. RXN SMILES: [CH3:1][O:2][C:3]1[CH:8]=[C:7]([O:9][CH2:10][C:11]2[S:15][C:14]([C:16]3[CH:21]=[CH:20][C:19]([C:22]([F:25])([F:24])[F:23])=[CH:18][CH:17]=3)=[N:13][C:12]=2[CH2:26][S:27][CH3:28])[CH:6]=[CH:5][C:4]=1[C:29]1[NH:33][C:32](=[O:34])[O:31][N:30]=1.ClC1C=CC=C(C(OO)=[O:43])C=1.O>CN(C)C=O>[CH3:28][S:27]([CH2:26][C:12]1[N:13]=[C:14]([C:16]2[CH:21]=[CH:20][C:19]([C:22]([F:23])([F:24])[F:25])=[CH:18][CH:17]=2)[S:15][C:11]=1[CH2:10][O:9][C:7]1[CH:6]=[CH:5][C:4]([C:29]2[NH:33][C:32](=[O:34])[O:31][N:30]=2)=[C:3]([O:2][CH3:1])[CH:8]=1)=[O:43]. Procedure: To a solution of 32 mg of 3-{2-methoxy-4-[4-methylsulfanylmethyl-2-(4-trifluoromethyl-phenyl)-thiazol-5-ylmethoxy]-phenyl}-4H-1,2,4-oxadiazol-5-one in 4 mL of dimethylformamide was added 15 mg of metachloroperbenzoic acid. The resulting mixture was stirred for 45 min at room temperature, then poured into water and extracted with dichloromethane. The organic extracts were washed with a saturated aqueous solution if sodium bicarbonate and concentrated under reduced pressure. The crude product was ...